Task: describe an organic reaction: reactants, conditions, products, and yield. Dataset: the Open Reaction Database (ORD), a public repository of structured organic reaction records Starting materials: CCCCCCCCC(=O)O, ClCCl, [Cl-], O=C(O)c1ccc(O)c(Cl)c1, c1ccncc1. Product: CCCCCCCCC(=O)Oc1ccc(C(=O)O)cc1Cl. As a reaction SMILES: [C:16]([CH2:17][CH2:18][CH2:19][CH2:20][CH2:21][CH2:22][CH2:23][CH3:24])(=[O:25])[OH:26].[CH2:12]([Cl:13])[Cl:14].[Cl-:15].[Cl:1][c:2]1[cH:3][c:4]([C:5](=[O:6])[OH:7])[cH:8][cH:9][c:10]1[OH:11].[cH:27]1[cH:28][cH:29][n:30][cH:31][cH:32]1>>[Cl:1][c:2]1[cH:3][c:4]([C:5](=[O:6])[OH:7])[cH:8][cH:9][c:10]1[O:11][C:16]([CH2:17][CH2:18][CH2:19][CH2:20][CH2:21][CH2:22][CH2:23][CH3:24])=[O:25]. The reactants are C1CCOC1, FC(F)(F)c1ccc(CBr)cc1, [H-], [Na+], O, CC(C)(C)OC(=O)N1CCC(O)CC1. The product is CC(C)(C)OC(=O)N1CCC(OCc2ccc(C(F)(F)F)cc2)CC1. RXN SMILES: [CH2:30]1[O:31][CH2:32][CH2:33][CH2:34]1.[F:17][C:18]([c:19]1[cH:20][cH:21][c:22]([CH2:23][Br:24])[cH:25][cH:26]1)([F:27])[F:28].[H-:15].[Na+:16].[OH2:29].[OH:1][CH:2]1[CH2:3][CH2:4][N:5]([C:8](=[O:9])[O:10][C:11]([CH3:12])([CH3:13])[CH3:14])[CH2:6][CH2:7]1>>[O:1]([CH:2]1[CH2:3][CH2:4][N:5]([C:8](=[O:9])[O:10][C:11]([CH3:12])([CH3:13])[CH3:14])[CH2:6][CH2:7]1)[CH2:23][c:22]1[cH:21][cH:20][c:19]([C:18]([F:17])([F:27])[F:28])[cH:26][cH:25]1. The reactants are ClC(=O)OC1=CC=CC=C1 (phenyl chloroformate), ClC1=C(C=CC=C1)C=1C=NC(=NC1)N1CCC(CC1)O (5-(2-chlorophenyl)-2-(4-hydroxypiperidino)pyrimidine). Run in N1=CC=CC=C1 (pyridine). Conditions: temperature 5 celsius. The product is O(C1=CC=CC=C1)C(=O)OC1CCN(CC1)C1=NC=C(C=N1)C1=C(C=CC=C1)Cl (2-(4-Phenoxycarbonyloxypiperidino)-5-(2-chlorophenyl)pyrimidine). As a reaction SMILES: Cl[C:2]([O:4][C:5]1[CH:10]=[CH:9][CH:8]=[CH:7][CH:6]=1)=[O:3].[Cl:11][C:12]1[CH:17]=[CH:16][CH:15]=[CH:14][C:13]=1[C:18]1[CH:19]=[N:20][C:21]([N:24]2[CH2:29][CH2:28][CH:27]([OH:30])[CH2:26][CH2:25]2)=[N:22][CH:23]=1>N1C=CC=CC=1>[O:4]([C:2]([O:30][CH:27]1[CH2:28][CH2:29][N:24]([C:21]2[N:22]=[CH:23][C:18]([C:13]3[CH:14]=[CH:15][CH:16]=[CH:17][C:12]=3[Cl:11])=[CH:19][N:20]=2)[CH2:25][CH2:26]1)=[O:3])[C:5]1[CH:10]=[CH:9][CH:8]=[CH:7][CH:6]=1. Procedure details: 11.4 ml of phenyl chloroformate are added slowly to a solution of 12.7 g of 5-(2-chlorophenyl)-2-(4-hydroxypiperidino)pyrimidine (Example 4) in 50 ml of pyridine, cooled to 5° C. After the addition has ended, the mixture is heated at 60° C. for 3 hours. The reactants are COc1cc2c(c(-c3ccccc3C)c1)OC(COS(=O)(=O)c1ccc(C)cc1)C2, CN, Cl. Product: CNCC1Cc2cc(OC)cc(-c3ccccc3C)c2O1. Reaction SMILES: [CH3:2][c:3]1[c:4](-[c:9]2[cH:10][c:11]([O:30][CH3:31])[cH:12][c:13]3[c:17]2[O:16][CH:15]([CH2:18][O:19][S:20]([c:21]2[cH:22][cH:23][c:24]([CH3:25])[cH:26][cH:27]2)(=[O:28])=[O:29])[CH2:14]3)[cH:5][cH:6][cH:7][cH:8]1.[CH3:32][NH2:33].[ClH:1]>>[CH3:2][c:3]1[c:4](-[c:9]2[cH:10][c:11]([O:30][CH3:31])[cH:12][c:13]3[c:17]2[O:16][CH:15]([CH2:18][NH:33][CH3:32])[CH2:14]3)[cH:5][cH:6][cH:7][cH:8]1. The reactants are NC(C(=O)OCC)=S (ethyl 2-amino-2-thioxoacetate), BrCC(C(=O)O)=O (3-bromo-2-oxopropanoic acid). Solvent: C1CCOC1 (THF). Run at temperature 50 celsius, time 8 hour. Yields the product C(C)OC(=O)C=1SC=C(N1)C(=O)O (2-(Ethoxycarbonyl)-1,3-thiazole-4-carboxylic acid). Yield: 48.5%. RXN SMILES: [NH2:1][C:2](=[S:8])[C:3]([O:5][CH2:6][CH3:7])=[O:4].Br[CH2:10][C:11](=O)[C:12]([OH:14])=[O:13]>C1COCC1>[CH2:6]([O:5][C:3]([C:2]1[S:8][CH:10]=[C:11]([C:12]([OH:14])=[O:13])[N:1]=1)=[O:4])[CH3:7]. Reported procedure: A mixture of ethyl 2-amino-2-thioxoacetate (10.1 g), 3-bromo-2-oxopropanoic acid (12.7 g) and THF (200 ml) was stirred at 50° C. overnight. The mixture was concentrated in vacuo, and the resulting solid was suspended in EtOAc. The precipitate was collected by filtration to give the title compound (7.4 g) as a white solid.